This data is from the Open Reaction Database (ORD), a public repository of structured organic reaction records. The task is: describe an organic reaction: reactants, conditions, products, and yield Starting materials: OC1=CC=C(C=C1)C(CCC(=O)O)(C)C1=CC=C(C=C1)O (4,4-bis-(4-hydroxyphenyl)pentanoic acid), C(=O)(C=1NC=CN1)C=1NC=CN1 (carbonyl diimidazole), Cl (HCl), C(C1=CC=CC=C1)NCC1=CC=CC=C1 (Dibenzylamine). Run in O1CCCC1 (tetrahydrofuran), O (water), C(C)(=O)OCC (ethyl acetate). Product: C(C1=CC=CC=C1)N(C(CCC(C)(C1=CC=C(C=C1)O)C1=CC=C(C=C1)O)=O)CC1=CC=CC=C1 (4,4-Bis-(4-hydroxyphenyl)pentanoic acid dibenzylamide). The yield is 39.9%. As a reaction SMILES: [OH:1][C:2]1[CH:7]=[CH:6][C:5]([C:8]([C:15]2[CH:20]=[CH:19][C:18]([OH:21])=[CH:17][CH:16]=2)([CH3:14])[CH2:9][CH2:10][C:11](O)=[O:12])=[CH:4][CH:3]=1.C(C1NC=CN=1)(C1NC=CN=1)=O.[CH2:34]([NH:41][CH2:42][C:43]1[CH:48]=[CH:47][CH:46]=[CH:45][CH:44]=1)[C:35]1[CH:40]=[CH:39][CH:38]=[CH:37][CH:36]=1.Cl>O1CCCC1.C(OCC)(=O)C.O>[CH2:42]([N:41]([CH2:34][C:35]1[CH:40]=[CH:39][CH:38]=[CH:37][CH:36]=1)[C:11](=[O:12])[CH2:10][CH2:9][C:8]([C:5]1[CH:4]=[CH:3][C:2]([OH:1])=[CH:7][CH:6]=1)([C:15]1[CH:16]=[CH:17][C:18]([OH:21])=[CH:19][CH:20]=1)[CH3:14])[C:43]1[CH:48]=[CH:47][CH:46]=[CH:45][CH:44]=1. Procedure details: A solution of 4,4-bis-(4-hydroxyphenyl)pentanoic acid (2.00 g, 6.99 mmol) in 40 mL anhydrous tetrahydrofuran was treated with carbonyl diimidazole (3.76 g, 23.2 mmol) and the resulting solution heated at reflux under a N2 atmosphere for 24 hours. Dibenzylamine (5.38 mL, 28 mmol) was then added, and the reaction refluxed again for 48 hours. The reaction mixture was cooled and treated with 10% aqueous HCl solution (50 mL), followed by water (100 mL) and ethyl acetate (200 mL). The organic phase wa... Procedure details: 1.1 ml. (about 3 equivalents) of condensed dimethylamine are added at -10° C. to 1.5 g. of methanesulfonic acid 1-methyl-2-(1-phenyl-2,5-cyclohexadien-1-yl)-ethyl ester in 5 ml. of toluene. The mixture is then held at 150° C. in a pressure vessel for 16 hours. Subsequently, the mixture is cooled down and worked-up as follows: The toluene phase is washed with water, concentrated, treated with ether and 3 N aqueous hydrochloric acid and shaken out. The aqueous extract is made basic with concentrat... The reactants are CNC (dimethylamine), CC(CC1(C=CCC=C1)C1=CC=CC=C1)OS(=O)(=O)C (methanesulfonic acid 1-methyl-2-(1-phenyl-2,5-cyclohexadien-1-yl)-ethyl ester). The product is CC(CC1(C=CCC=C1)C1=CC=CC=C1)N(C)C (α,N,N-trimethyl-1-phenyl-2,5-cyclohexadien-1-ethylamine). Run at time 16 hour. Reaction SMILES: [CH3:1][NH:2][CH3:3].[CH3:4][CH:5](OS(C)(=O)=O)[CH2:6][C:7]1([C:13]2[CH:18]=[CH:17][CH:16]=[CH:15][CH:14]=2)[CH:12]=[CH:11][CH2:10][CH:9]=[CH:8]1>C1(C)C=CC=CC=1>[CH3:4][CH:5]([N:2]([CH3:3])[CH3:1])[CH2:6][C:7]1([C:13]2[CH:18]=[CH:17][CH:16]=[CH:15][CH:14]=2)[CH:12]=[CH:11][CH2:10][CH:9]=[CH:8]1. The solvent is C1(=CC=CC=C1)C (toluene). The reactants are [Br-], BrCC1CO1, O=C([O-])[O-], CCCC[N+](CCCC)(CCCC)CCCC, CCOC(C)=O, ClCCl, [K+], [K+], O=[N+]([O-])c1ccc(O)cc1. Yields the product O=[N+]([O-])c1ccc(OCC2CO2)cc1. As a reaction SMILES: [Br-:25].[Br:17][CH2:18][CH:19]1[CH2:20][O:21]1.[C:11](=[O:12])([O-:13])[O-:14].[CH3:26][CH2:27][CH2:28][CH2:29][N+:30]([CH2:31][CH2:32][CH2:33][CH3:34])([CH2:35][CH2:36][CH2:37][CH3:38])[CH2:39][CH2:40][CH2:41][CH3:42].[CH3:43][CH2:44][O:45][C:46](=[O:47])[CH3:48].[Cl:22][CH2:23][Cl:24].[K+:15].[K+:16].[OH:1][c:2]1[cH:3][cH:4][c:5]([N+:8]([O-:9])=[O:10])[cH:6][cH:7]1>>[O:1]([c:2]1[cH:3][cH:4][c:5]([N+:8]([O-:9])=[O:10])[cH:6][cH:7]1)[CH2:18][CH:19]1[CH2:20][O:21]1. The reactants are COC1=CC=C(C=C1)C(C1=CC=CC=C1)(C1=CC=C(C=C1)OC)NC1=N[C@](C(C(N1C)=O)(C)C)(C)C1=C(C=CC(=C1)Br)F ((S)-2-{[bis-(4-methoxy-phenyl)-phenyl-methyl]-amino}-6-(5-bromo-2-fluoro-phenyl)-3,5,5,6-tetramethyl-5,6-dihydro-3H-pyrimidin-4-one), COC1=CC=C(C=C1)C(C1=CC=CC=C1)(C1=CC=C(C=C1)OC)NC1=N[C@](C(C(N1C)=O)(C)C)(C)C1=C(C=CC(=C1)Br)F ((S)-2-{[bis-(4-methoxy-phenyl)-phenyl-methyl]-amino}-6-(5-bromo-2-fluoro-phenyl)-3,5,5,6-tetramethyl-5,6-dihydro-3H-pyrimidin-4-one), COC1=CC=C(C=N1)N (6-methoxy-pyridin-3-ylamine). Product: NC1=N[C@](C(C(N1C)=O)(C)C)(C)C1=C(C=CC(=C1)NC=1C=NC(=CC1)OC)F ((S)-2-Amino-6-(2-fluoro-5-(6-methoxypyridin-3-ylamino)phenyl)-3,5,5,6-tetramethyl-5,6-dihydropyrimidin-4(3H)-one). As a reaction SMILES: COC1C=CC(C([NH:24][C:25]2[N:30]([CH3:31])[C:29](=[O:32])[C:28]([CH3:34])([CH3:33])[C@:27]([C:36]3[CH:41]=[C:40](Br)[CH:39]=[CH:38][C:37]=3[F:43])([CH3:35])[N:26]=2)(C2C=CC(OC)=CC=2)C2C=CC=CC=2)=CC=1.[CH3:44][O:45][C:46]1[N:51]=[CH:50][C:49]([NH2:52])=[CH:48][CH:47]=1>>[NH2:24][C:25]1[N:30]([CH3:31])[C:29](=[O:32])[C:28]([CH3:34])([CH3:33])[C@:27]([C:36]2[CH:41]=[C:40]([NH:52][C:49]3[CH:50]=[N:51][C:46]([O:45][CH3:44])=[CH:47][CH:48]=3)[CH:39]=[CH:38][C:37]=2[F:43])([CH3:35])[N:26]=1. Procedure: The coupling of (S)-2-{[bis-(4-methoxy-phenyl)-phenyl-methyl]-amino}-6-(5-bromo-2-fluoro-phenyl)-3,5,5,6-tetramethyl-5,6-dihydro-3H-pyrimidin-4-one (intermediate K) and 6-methoxy-pyridin-3-ylamine according to procedure B followed by deprotection yielded the title compound as an pale brown foam. MS (ESI): m/z=386.2 [M+H]+.